From a dataset of the Open Reaction Database (ORD), a public repository of structured organic reaction records. describe an organic reaction: reactants, conditions, products, and yield The reactants are OC(CC(=O)NCC1=C(C=CC=C1)[N+](=O)[O-])C1=CC=CC=C1 (3-Hydroxy-N-(2-nitrobenzyl)-3-phenyl propionic acid amide), O1CCCC1.O1CCCC1.B (tetrahydrofuran borane tetrahydrofuran), CO (Methanol). The solvent is O1CCCC1 (tetrahydrofuran). Run at time 1 hour. The product is [N+](=O)([O-])C1=C(CNCCC(O)C2=CC=CC=C2)C=CC=C1 (3-(2-nitrobenzylamino)-1-phenylpropanol). RXN SMILES: [OH:1][CH:2]([C:17]1[CH:22]=[CH:21][CH:20]=[CH:19][CH:18]=1)[CH2:3][C:4]([NH:6][CH2:7][C:8]1[CH:13]=[CH:12][CH:11]=[CH:10][C:9]=1[N+:14]([O-:16])=[O:15])=O.O1CCCC1.O1CCCC1.B.CO>O1CCCC1>[N+:14]([C:9]1[CH:10]=[CH:11][CH:12]=[CH:13][C:8]=1[CH2:7][NH:6][CH2:4][CH2:3][CH:2]([C:17]1[CH:18]=[CH:19][CH:20]=[CH:21][CH:22]=1)[OH:1])([O-:16])=[O:15] |f:1.2.3|. Procedure: 3-Hydroxy-N-(2-nitrobenzyl)-3-phenyl propionic acid amide (3.19 g, 10.6 mmol) was dissolved in tetrahydrofuran (50 ml) and under ice cooled condition, 1 M tetrahydrofuran-borane tetrahydrofuran solution (27.0 ml, 27.0 mmol) was added dropwise thereto. After the dropwise addition was finished, the reaction mixture was returned to room temperature and stirred for one hour, then heated to reflux for six hours and allowed to cool. Methanol (30 ml) was added thereto under ice cooled condition and hea...